describe an organic reaction: reactants, conditions, products, and yield From a dataset of the Open Reaction Database (ORD), a public repository of structured organic reaction records. Reactants: COCC(=O)O, Cl, Cl, Cl, NC1CCC(CCN2CCN(c3nccc4sccc34)CC2)CC1. The product is COCC(=O)NC1CCC(CCN2CCN(c3nccc4sccc34)CC2)CC1. As a reaction SMILES: [CH3:28][O:29][CH2:30][C:31](=[O:32])[OH:33].[ClH:1].[ClH:2].[ClH:3].[s:4]1[cH:5][cH:6][c:7]2[c:8]([N:13]3[CH2:14][CH2:15][N:16]([CH2:19][CH2:20][CH:21]4[CH2:22][CH2:23][CH:24]([NH2:27])[CH2:25][CH2:26]4)[CH2:17][CH2:18]3)[n:9][cH:10][cH:11][c:12]12>>[s:4]1[cH:5][cH:6][c:7]2[c:8]([N:13]3[CH2:14][CH2:15][N:16]([CH2:19][CH2:20][CH:21]4[CH2:22][CH2:23][CH:24]([NH:27][C:31]([CH2:30][O:29][CH3:28])=[O:32])[CH2:25][CH2:26]4)[CH2:17][CH2:18]3)[n:9][cH:10][cH:11][c:12]12.